From a dataset of the Open Reaction Database (ORD), a public repository of structured organic reaction records. describe an organic reaction: reactants, conditions, products, and yield Starting materials: [K+], [K+], O=C([O-])[O-], CCCOc1ccc(Br)c(C(=O)C=Cc2ccc3c(c2)OCO3)c1, CN(C)C=O, Cl[Pd]Cl, c1ccc(P(c2ccccc2)c2ccccc2)cc1. Product: CCCOc1ccc2c(c1)C(=O)C=C2c1ccc2c(c1)OCO2. Reaction SMILES: [K+:20].[K+:21].[O-:22][C:23]([O-:24])=[O:25].[O:26]1[CH2:27][O:28][c:29]2[c:30]1[cH:31][cH:32][c:33]([CH:35]=[CH:36][C:37](=[O:38])[c:39]1[c:40]([Br:49])[cH:41][cH:42][c:43]([O:45][CH2:46][CH2:47][CH3:48])[cH:44]1)[cH:34]2.[O:53]=[CH:54][N:55]([CH3:56])[CH3:57].[Pd:50]([Cl:51])[Cl:52].[c:1]1([P:2]([c:3]2[cH:4][cH:5][cH:6][cH:7][cH:8]2)[c:9]2[cH:10][cH:11][cH:12][cH:13][cH:14]2)[cH:15][cH:16][cH:17][cH:18][cH:19]1>>[O:26]1[CH2:27][O:28][c:29]2[c:30]1[cH:31][cH:32][c:33]([C:35]1=[CH:36][C:37](=[O:38])[c:39]3[c:40]1[cH:41][cH:42][c:43]([O:45][CH2:46][CH2:47][CH3:48])[cH:44]3)[cH:34]2. Reactants: Oc1nn2c(-c3ccccc3F)nncc2c1Br, O=C([O-])[O-], Cn1ncnc1CCl, Cl, [Cs+], [Cs+], CN(C)C=O. Product: Cn1ncnc1COc1nn2c(-c3ccccc3F)nncc2c1Br. As a reaction SMILES: [Br:1][c:2]1[c:3]([OH:18])[n:4][n:5]2[c:6](-[c:11]3[c:12]([F:17])[cH:13][cH:14][cH:15][cH:16]3)[n:7][n:8][cH:9][c:10]12.[C:19](=[O:20])([O-:21])[O-:22].[Cl:26][CH2:27][c:28]1[n:29]([CH3:33])[n:30][cH:31][n:32]1.[ClH:25].[Cs+:23].[Cs+:24].[O:34]=[CH:35][N:36]([CH3:37])[CH3:38]>>[Br:1][c:2]1[c:3]([O:18][CH2:27][c:28]2[n:29]([CH3:33])[n:30][cH:31][n:32]2)[n:4][n:5]2[c:6](-[c:11]3[c:12]([F:17])[cH:13][cH:14][cH:15][cH:16]3)[n:7][n:8][cH:9][c:10]12.